Task: describe an organic reaction: reactants, conditions, products, and yield. Dataset: the Open Reaction Database (ORD), a public repository of structured organic reaction records Reactants: ClC1=C(C=C(C=C1)O[C@@H](CCCl)C1=CC=CC=C1)Cl (1,2-dichloro-4-{[(1S)-3-chloro-1-phenylpropyl]oxy}benzene), CC(C(=O)NC1=CC(=CC=C1)C1CCNCC1)C (2-methyl-N-[3-(4-piperidinyl)phenyl]propanamide). The product is ClC=1C=C(O[C@@H](CCN2CCC(CC2)C=2C=C(C=CC2)NC(C(C)C)=O)C2=CC=CC=C2)C=CC1Cl (N-(3-{1-[(3S)-3-(3,4-DICHLOROPHENOXY)-3-PHENYLPROPYL]-4-PIPERIDINYL}PHENYL)-2-METHYLPROPANAMIDE). As a reaction SMILES: [Cl:1][C:2]1[CH:7]=[CH:6][C:5]([O:8][C@H:9]([C:13]2[CH:18]=[CH:17][CH:16]=[CH:15][CH:14]=2)[CH2:10][CH2:11]Cl)=[CH:4][C:3]=1[Cl:19].[CH3:20][CH:21]([CH3:37])[C:22]([NH:24][C:25]1[CH:30]=[CH:29][CH:28]=[C:27]([CH:31]2[CH2:36][CH2:35][NH:34][CH2:33][CH2:32]2)[CH:26]=1)=[O:23]>>[Cl:19][C:3]1[CH:4]=[C:5]([CH:6]=[CH:7][C:2]=1[Cl:1])[O:8][C@H:9]([C:13]1[CH:18]=[CH:17][CH:16]=[CH:15][CH:14]=1)[CH2:10][CH2:11][N:34]1[CH2:35][CH2:36][CH:31]([C:27]2[CH:26]=[C:25]([NH:24][C:22](=[O:23])[CH:21]([CH3:20])[CH3:37])[CH:30]=[CH:29][CH:28]=2)[CH2:32][CH2:33]1. Reported procedure: Prepared by Procedure A using 1,2-dichloro-4-{[(1S)-3-chloro-1-phenylpropyl]oxy}benzene and 2-methyl-N-[3-(4-piperidinyl)phenyl]propanamide: ESMS m/e: 525.3 (M+H)+. Starting materials: COC(=O)c1ccc2c(C3CCCCC3)c(-c3ccccc3C=O)n(CC(OC)OC)c2c1, Cl, CC(C)(C)OC(=O)CN. Yields the product COC(=O)c1ccc2c(C3CCCCC3)c(-c3ccccc3CNCC(=O)OC(C)(C)C)n(CC(OC)OC)c2c1. RXN SMILES: [CH:1]1([c:7]2[c:8](-[c:26]3[c:27]([CH:32]=[O:33])[cH:28][cH:29][cH:30][cH:31]3)[n:9]([CH2:20][CH:21]([O:22][CH3:23])[O:24][CH3:25])[c:10]3[cH:11][c:12]([C:16](=[O:17])[O:18][CH3:19])[cH:13][cH:14][c:15]23)[CH2:2][CH2:3][CH2:4][CH2:5][CH2:6]1.[ClH:34].[NH2:35][CH2:36][C:37](=[O:38])[O:39][C:40]([CH3:41])([CH3:42])[CH3:43]>>[CH:1]1([c:7]2[c:8](-[c:26]3[c:27]([CH2:32][NH:35][CH2:36][C:37](=[O:38])[O:39][C:40]([CH3:41])([CH3:42])[CH3:43])[cH:28][cH:29][cH:30][cH:31]3)[n:9]([CH2:20][CH:21]([O:22][CH3:23])[O:24][CH3:25])[c:10]3[cH:11][c:12]([C:16](=[O:17])[O:18][CH3:19])[cH:13][cH:14][c:15]23)[CH2:2][CH2:3][CH2:4][CH2:5][CH2:6]1.